The task is: describe an organic reaction: reactants, conditions, products, and yield. This data is from the Open Reaction Database (ORD), a public repository of structured organic reaction records. The reactants are C(N)(OC(C)(C)C)=O (t-Butyl carbamate), COC(=O)C1=CC=C(C=C1)C1(CC1)NC(=O)C1N(CCC(C1)(C)C)C(=O)OC(C)(C)C (tert-butyl 2-((1-(4-(methoxycarbonyl)phenyl)cyclopropyl)carbamoyl)-4,4-dimethylpiperidine-1-carboxylate). Yields the product CC1(CC(NCC1)C(=O)NC1(CC1)C1=CC=C(C(=O)OC)C=C1)C (methyl 4-(1-(4,4-dimethylpiperidine-2-carboxamido)cyclopropyl)benzoate). The yield is 78.2%. As a reaction SMILES: C(=O)(OC(C)(C)C)N.[CH3:9][O:10][C:11]([C:13]1[CH:18]=[CH:17][C:16]([C:19]2([NH:22][C:23]([CH:25]3[CH2:30][C:29]([CH3:32])([CH3:31])[CH2:28][CH2:27][N:26]3C(OC(C)(C)C)=O)=[O:24])[CH2:21][CH2:20]2)=[CH:15][CH:14]=1)=[O:12]>>[CH3:31][C:29]1([CH3:32])[CH2:28][CH2:27][NH:26][CH:25]([C:23]([NH:22][C:19]2([C:16]3[CH:15]=[CH:14][C:13]([C:11]([O:10][CH3:9])=[O:12])=[CH:18][CH:17]=3)[CH2:21][CH2:20]2)=[O:24])[CH2:30]1. Procedure details: The title compound (D93) (150 mg) was prepared according to the general procedure for t-Butyl carbamate (Boc) cleavage starting from tert-butyl 2-((1-(4-(methoxycarbonyl)phenyl)cyclopropyl)carbamoyl)-4,4-dimethylpiperidine-1-carboxylate (D58) (250 mg) RXN SMILES: [CH3:1][S:2][CH:3]([C:4](=[O:5])[O:6][CH3:7])[c:8]1[cH:9][c:10]([Cl:25])[c:11]([N:14]2[C:15](=[O:24])[c:16]3[c:17]([cH:20][cH:21][cH:22][cH:23]3)[C:18]2=[O:19])[cH:12][cH:13]1.[CH3:28][I:29].[CH3:32][N:33]([CH3:34])[CH:35]=[O:36].[Cl-:30].[H-:26].[NH4+:31].[Na+:27]>>[CH3:1][S:2][C:3]([C:4](=[O:5])[O:6][CH3:7])([c:8]1[cH:9][c:10]([Cl:25])[c:11]([N:14]2[C:15](=[O:24])[c:16]3[c:17]([cH:20][cH:21][cH:22][cH:23]3)[C:18]2=[O:19])[cH:12][cH:13]1)[CH3:28]. Yields the product COC(=O)C(C)(SC)c1ccc(N2C(=O)c3ccccc3C2=O)c(Cl)c1. The reactants are COC(=O)C(SC)c1ccc(N2C(=O)c3ccccc3C2=O)c(Cl)c1, CI, CN(C)C=O, [Cl-], [H-], [NH4+], [Na+]. The solvent is CCO (EtOH). Reported procedure: In a manner similar to Example 2A, utilizing anhydrous ethyl acetate as the solvent, N,N'-bis-trichloroethoxycarbonyl-L-lysine is reacted with N-hydroxy succinimide to obtain the above named compound; [α]D26 -19.6° (EtOH); νmax (KBr) 1820, 1785, 1715 cm-1. As a reaction SMILES: C(OCC)(=O)C.[Cl:7][C:8]([Cl:32])([Cl:31])[CH2:9][O:10][C:11]([NH:13][C@H:14]([C:28]([OH:30])=[O:29])[CH2:15][CH2:16][CH2:17][CH2:18][NH:19][C:20]([O:22][CH2:23][C:24]([Cl:27])([Cl:26])[Cl:25])=[O:21])=[O:12].O[N:34]1[C:38](=[O:39])[CH2:37][CH2:36][C:35]1=[O:40].[K+].[Br-]>CCO>[Cl:7][C:8]([Cl:31])([Cl:32])[CH2:9][O:10][C:11]([NH:13][C@H:14]([C:28]([O:30][CH:36]1[CH2:37][C:38](=[O:39])[NH:34][C:35]1=[O:40])=[O:29])[CH2:15][CH2:16][CH2:17][CH2:18][NH:19][C:20]([O:22][CH2:23][C:24]([Cl:27])([Cl:26])[Cl:25])=[O:21])=[O:12] |f:3.4|. The reactants are C(C)(=O)OCC (ethyl acetate), [K+].[Br-] (KBr), ClC(COC(=O)N[C@@H](CCCCNC(=O)OCC(Cl)(Cl)Cl)C(=O)O)(Cl)Cl (N,N'-bis-trichloroethoxycarbonyl-L-lysine), ON1C(CCC1=O)=O (N-hydroxy succinimide). Product: ClC(COC(=O)N[C@@H](CCCCNC(=O)OCC(Cl)(Cl)Cl)C(=O)OC1C(=O)NC(C1)=O)(Cl)Cl (N,N'-Bis-Trichloroethoxycarbonyl-L-Lysyloxy Succinimide). Reactants: O=C(O)CCC1CCN(C(=O)c2ccccc2)CC1, COc1ccccc1, Clc1ccccc1Cl. Product: O=C(CCC1CCN(C(=O)c2ccccc2)CC1)c1ccc(Cl)c(Cl)c1. RXN SMILES: [C:9]([c:10]1[cH:11][cH:12][cH:13][cH:14][cH:15]1)(=[O:16])[N:17]1[CH2:18][CH2:19][CH:20]([CH2:23][CH2:24][C:25](=[O:26])[OH:27])[CH2:21][CH2:22]1.[CH3:1][O:2][c:3]1[cH:4][cH:5][cH:6][cH:7][cH:8]1.[Cl:28][c:29]1[c:30]([Cl:35])[cH:31][cH:32][cH:33][cH:34]1>>[C:9]([c:10]1[cH:11][cH:12][cH:13][cH:14][cH:15]1)(=[O:16])[N:17]1[CH2:18][CH2:19][CH:20]([CH2:23][CH2:24][C:25](=[O:27])[c:33]2[cH:32][cH:31][c:30]([Cl:35])[c:29]([Cl:28])[cH:34]2)[CH2:21][CH2:22]1. Starting materials: COC(CC1=CC(=CC=C1)OC1=C(C=C(C=C1)Br)C=O)=O ([3-(4-bromo-2-formyl-phenoxy)-phenyl]-acetic acid methyl ester), N[C@H]1CCC2=CC=CC=C12 ((S)-(+)-1-aminoindan). Yields the product COC(CC1=CC(=CC=C1)OC1=C(C=C(C=C1)Br)CN[C@H]1CCC2=CC=CC=C12)=O ({3-[4-Bromo-2-((S)-indan-1-ylaminomethyl)-phenoxy]-phenyl}-acetic acid methyl ester). RXN SMILES: [CH3:1][O:2][C:3](=[O:21])[CH2:4][C:5]1[CH:10]=[CH:9][CH:8]=[C:7]([O:11][C:12]2[CH:17]=[CH:16][C:15]([Br:18])=[CH:14][C:13]=2[CH:19]=O)[CH:6]=1.[NH2:22][C@@H:23]1[C:31]2[C:26](=[CH:27][CH:28]=[CH:29][CH:30]=2)[CH2:25][CH2:24]1>>[CH3:1][O:2][C:3](=[O:21])[CH2:4][C:5]1[CH:10]=[CH:9][CH:8]=[C:7]([O:11][C:12]2[CH:17]=[CH:16][C:15]([Br:18])=[CH:14][C:13]=2[CH2:19][NH:22][C@@H:23]2[C:31]3[C:26](=[CH:27][CH:28]=[CH:29][CH:30]=3)[CH2:25][CH2:24]2)[CH:6]=1. Reported procedure: Prepared according to the procedure described in Example 3, Step 2, using the following starting materials: [3-(4-bromo-2-formyl-phenoxy)-phenyl]-acetic acid methyl ester and (S)-(+)-1-aminoindan.